From a dataset of the Open Reaction Database (ORD), a public repository of structured organic reaction records. describe an organic reaction: reactants, conditions, products, and yield The reactants are CC1=C(C=C(O1)[Si](C)(C)C)C=O (5-methyl-2-trimethylsilyl-4-furaldehyde), ICCCC (1-iodobutane), CI (methyl iodide), C(C)[Si](C=1OC=C(C1)C=O)(CC)CC (2-triethylsilyl-4-furaldehyde). Yields the product C(CCC)C1=C(C=C(O1)[Si](CC)(CC)CC)C=O (5-butyl-2-triethylsilyl-4-furaldehyde). Reaction SMILES: [CH3:1][C:2]1OC([Si](C)(C)C)=[CH:4][C:3]=1C=O.CI.[CH2:15]([Si:17]([CH2:27][CH3:28])([CH2:25][CH3:26])[C:18]1[O:19][CH:20]=[C:21]([CH:23]=[O:24])[CH:22]=1)[CH3:16].ICCCC>>[CH2:1]([C:20]1[O:19][C:18]([Si:17]([CH2:25][CH3:26])([CH2:15][CH3:16])[CH2:27][CH3:28])=[CH:22][C:21]=1[CH:23]=[O:24])[CH2:2][CH2:3][CH3:4]. Reported procedure: Using the same procedure as for 5-methyl-2-trimethylsilyl-4-furaldehyde but substituting 2-trimethylsilyl-4-furaldehyde and methyl iodide with 2-triethylsilyl-4-furaldehyde and 1-iodobutane, respectively, gives 5-butyl-2-triethylsilyl-4-furaldehyde. IR (neat) 1690 cm-1; 'HNMR (CDCl3) 0.73 (q, 6H, J=8.4 Hz), 0.95 (m, 12H), 1.36 (p, 2H, J=7.5 Hz), 1.69 (p, 2H, J=7.5 Hz), 2.94 (t, 2H, J=7.5 Hz), 6.89 (s, 1H) and 9.91 (s, 1H) 13CNMR (CDCl3): 3.03, 7.17, 13.6, 22.2, 26.8, 30.4, 118.6, 122.5 158.4, 17... Reactants: C1(=CC=CC=C1)P1(C(CCC1)=C)=O (1-phenyl-2-methylenephospholane-1-oxide), C1(=CC=CC=C1)[SiH3] (PhSiH3). Run in C1(=CC=CC=C1)C (toluene). Run at temperature 60 celsius. The product is C1(=CC=CC=C1)P1C(CCC1)=C (1-phenyl-2-methylenephospholane). The yield is 105.0%. Reaction SMILES: [C:1]1([P:7]2(=O)[CH2:11][CH2:10][CH2:9][C:8]2=[CH2:12])[CH:6]=[CH:5][CH:4]=[CH:3][CH:2]=1.C1([SiH3])C=CC=CC=1>C1(C)C=CC=CC=1>[C:1]1([P:7]2[CH2:11][CH2:10][CH2:9][C:8]2=[CH2:12])[CH:6]=[CH:5][CH:4]=[CH:3][CH:2]=1. Reported procedure: In a 250 ml round bottom 2-neck flask charged with a magnetic stirring bar and 60 ml freshly distilled toluene, 8.5 g 1-phenyl-2-methylenephospholane-1-oxide (0.04 mol) was dissolved and 11 g of PhSiH3 was added. The flask was flushed with argon and the reaction mixture heated to 60° C. for 2 days. Then the solvent was evaporated and the residue purified by flash chromatography (hexane followed by hexane/EtOAc 15:1) to yield 7.4 g (95%) of 1-phenyl-2-methylenephospholane as a colorless oil, 1H N... The reactants are Cl.NOCC(=O)OCC (ethyl aminooxyacetate hydrochloride), C1=CC=C2C=CN=C3C2=C1N1C=CC=C1C3=O (7H-indolizino[5,6,7-ij]isoquinolin-7-one). The solvent is O (water), C(C)O (ethanol), N1=CC=CC=C1 (pyridine), O (water). The product is C(C)OC(=O)CON=C1C2=CC=CN2C=2C=CC=C3C=CN=C1C23 (7-Ethoxycarbonylmethoxyimino- 7H-indolizino[5,6,7-ij]isoquinoline). Isolated yield 56.1%. As a reaction SMILES: Cl.[NH2:2][O:3][CH2:4][C:5]([O:7][CH2:8][CH3:9])=[O:6].[CH:10]1[C:19]2[N:20]3[C:24]([C:25](=O)[C:17]4[C:18]=2[C:13]([CH:14]=[CH:15][N:16]=4)=[CH:12][CH:11]=1)=[CH:23][CH:22]=[CH:21]3>O.C(O)C.N1C=CC=CC=1>[CH2:8]([O:7][C:5]([CH2:4][O:3][N:2]=[C:25]1[C:17]2[C:18]3[C:13]([CH:14]=[CH:15][N:16]=2)=[CH:12][CH:11]=[CH:10][C:19]=3[N:20]2[C:24]1=[CH:23][CH:22]=[CH:21]2)=[O:6])[CH3:9] |f:0.1|. Procedure: A solution of ethyl aminooxyacetate hydrochloride (18.0 g.) in water (64 cc.) is added to a stirred boiling solution of 7H-indolizino[5,6,7-ij]isoquinolin-7-one (16.0 g.) in ethanol (320 cc.) and pyridine (9.1 g.). Boiling is maintained for 3 hours 30 minutes. After cooling, water (640 cc.) is added. The greenish yellow crystals thus obtained are filtered off and washed with 25% ethanol and then with water. After drying, crude 7-ethoxycarbonylmethoxyimino-7H-indolizino[5,6,7-ij isoquinoline (21.... The reactants are O=CCC1=CC=C2C(=CC(=NC2=C1)C#N)C1=CC=CC=C1 (7-(2-oxoethyl)-4-phenylquinoline-2-carbonitrile), [BH4-].[Na+] (sodium borohydride). Solvent: C1CCOC1 (THF), CO (MeOH). Reaction conditions: time 8 hour. Yields the product OCCC1=CC=C2C(=CC(=NC2=C1)C#N)C1=CC=CC=C1 (7-(2-hydroxyethyl)-4-phenylquinoline-2-carbonitrile). Reaction SMILES: [O:1]=[CH:2][CH2:3][C:4]1[CH:13]=[C:12]2[C:7]([C:8]([C:16]3[CH:21]=[CH:20][CH:19]=[CH:18][CH:17]=3)=[CH:9][C:10]([C:14]#[N:15])=[N:11]2)=[CH:6][CH:5]=1.[BH4-].[Na+]>C1COCC1.CO>[OH:1][CH2:2][CH2:3][C:4]1[CH:13]=[C:12]2[C:7]([C:8]([C:16]3[CH:21]=[CH:20][CH:19]=[CH:18][CH:17]=3)=[CH:9][C:10]([C:14]#[N:15])=[N:11]2)=[CH:6][CH:5]=1 |f:1.2|. Procedure details: To a solution of 7-(2-oxoethyl)-4-phenylquinoline-2-carbonitrile (1.5 g, 5.5 mmol) in THF (30 mL) and MeOH (10 mL) was added portionwise at 0° C. sodium borohydride (320 mg, 8.4 mmol). The mixture was stirred overnight at rt. The reaction was quenched with saturated aqueous NH4Cl and extracted with EtOAc. The combined organic layers were washed with brine, dried over Na2SO4 concentrated under reduced pressure and purified on silica gel (eluting with ethyl acetate/hexanes, 1:1) to give the title ... The reactants are C(CCCCCCCCCCCCCCC)(=O)OC(CC(=O)NCCC(=O)N[C@@H]([C@H](O)C)C(=O)O)CCCCCCCCCCCCCCC (N-[N-(3-hexadecanoyloxyoctadecanoyl)-β-alanyl]-L-threonine), N[C@@H](CCC(=O)OCC1=CC=CC=C1)C(=O)OCC1=CC=CC=C1 (dibenzyl L-glutamate). The product is C(CCCCCCCCCCCCCCC)(=O)OC(CC(=O)NCCC(=O)N[C@@H]([C@H](O)C)C(=O)N[C@@H](CCC(=O)OCC1=CC=CC=C1)C(=O)OCC1=CC=CC=C1)CCCCCCCCCCCCCCC (dibenzyl N-[N-[N-(3-hexadecanoyloxyoctadecanoyl)-β-alanyl]-L-threonyl]-L-glutamate). Yield: 38.7%. Reaction SMILES: [C:1]([O:18][CH:19]([CH2:36][CH2:37][CH2:38][CH2:39][CH2:40][CH2:41][CH2:42][CH2:43][CH2:44][CH2:45][CH2:46][CH2:47][CH2:48][CH2:49][CH3:50])[CH2:20][C:21]([NH:23][CH2:24][CH2:25][C:26]([NH:28][C@H:29]([C:33](O)=[O:34])[C@@H:30]([CH3:32])[OH:31])=[O:27])=[O:22])(=[O:17])[CH2:2][CH2:3][CH2:4][CH2:5][CH2:6][CH2:7][CH2:8][CH2:9][CH2:10][CH2:11][CH2:12][CH2:13][CH2:14][CH2:15][CH3:16].[NH2:51][C@H:52]([C:65]([O:67][CH2:68][C:69]1[CH:74]=[CH:73][CH:72]=[CH:71][CH:70]=1)=[O:66])[CH2:53][CH2:54][C:55]([O:57][CH2:58][C:59]1[CH:64]=[CH:63][CH:62]=[CH:61][CH:60]=1)=[O:56]>>[C:1]([O:18][CH:19]([CH2:36][CH2:37][CH2:38][CH2:39][CH2:40][CH2:41][CH2:42][CH2:43][CH2:44][CH2:45][CH2:46][CH2:47][CH2:48][CH2:49][CH3:50])[CH2:20][C:21]([NH:23][CH2:24][CH2:25][C:26]([NH:28][C@H:29]([C:33]([NH:51][C@H:52]([C:65]([O:67][CH2:68][C:69]1[CH:70]=[CH:71][CH:72]=[CH:73][CH:74]=1)=[O:66])[CH2:53][CH2:54][C:55]([O:57][CH2:58][C:59]1[CH:64]=[CH:63][CH:62]=[CH:61][CH:60]=1)=[O:56])=[O:34])[C@@H:30]([CH3:32])[OH:31])=[O:27])=[O:22])(=[O:17])[CH2:2][CH2:3][CH2:4][CH2:5][CH2:6][CH2:7][CH2:8][CH2:9][CH2:10][CH2:11][CH2:12][CH2:13][CH2:14][CH2:15][CH3:16]. Procedure details: Starting from N-[N-(3-hexadecanoyloxyoctadecanoyl)-β-alanyl]-L-threonine (450 mg) prepared by the method of Preparation B-4 and dibenzyl L-glutamate (210 mg), dibenzyl N-[N-[N-(3-hexadecanoyloxyoctadecanoyl)-β-alanyl]-L-threonyl]-L-glutamate (250 mg) was obtained as crystals according to a similar manner to that of Example 2. The reactants are C(C)(C)(C)OC(NC1=C(C=C(C(=C1)OCC(F)(F)F)C(F)(F)F)N)=O ([2-amino-5-(2,2,2-trifluoro-ethoxy)-4-trifluoromethyl-phenyl]-carbamic acid tert-butyl ester), C(C)(C)(C)OC(CC(=O)C1=CC(=CC=C1)C=1C=NC(=CC1)C)=O (3-[3-(6-methyl-pyridin-3-yl)-phenyl]-3-oxo-propionic acid tert-butyl ester). Product: C(C)(C)(C)OC(NC1=C(C=C(C(=C1)OCC(F)(F)F)C(F)(F)F)NC(CC(=O)C1=CC(=CC=C1)C=1C=NC(=CC1)C)=O)=O ([2-{3-[3-(6-Methyl-pyridin-3-yl)-phenyl]-3-oxo-propionylamino}-5-(2,2,2-trifluoro-ethoxy)-4-trifluoromethyl-phenyl]-carbamic acid tert-butyl ester). As a reaction SMILES: [C:1]([O:5][C:6](=[O:25])[NH:7][C:8]1[CH:13]=[C:12]([O:14][CH2:15][C:16]([F:19])([F:18])[F:17])[C:11]([C:20]([F:23])([F:22])[F:21])=[CH:10][C:9]=1[NH2:24])([CH3:4])([CH3:3])[CH3:2].C([O:30][C:31](=O)[CH2:32][C:33]([C:35]1[CH:40]=[CH:39][CH:38]=[C:37]([C:41]2[CH:42]=[N:43][C:44]([CH3:47])=[CH:45][CH:46]=2)[CH:36]=1)=[O:34])(C)(C)C>>[C:1]([O:5][C:6](=[O:25])[NH:7][C:8]1[CH:13]=[C:12]([O:14][CH2:15][C:16]([F:18])([F:17])[F:19])[C:11]([C:20]([F:22])([F:23])[F:21])=[CH:10][C:9]=1[NH:24][C:31](=[O:30])[CH2:32][C:33]([C:35]1[CH:40]=[CH:39][CH:38]=[C:37]([C:41]2[CH:42]=[N:43][C:44]([CH3:47])=[CH:45][CH:46]=2)[CH:36]=1)=[O:34])([CH3:4])([CH3:2])[CH3:3]. Procedure details: The title compound was prepared from [2-amino-5-(2,2,2-trifluoro-ethoxy)-4-trifluoromethyl-phenyl]-carbamic acid tert-butyl ester (Example J6) (281 mg, 0.75 mmol) and 3-[3-(6-methyl-pyridin-3-yl)-phenyl]-3-oxo-propionic acid tert-butyl ester (Example K4) (234 mg, 0.75 mmol) according to the general procedure M. Obtained as an amorphous light brown substance (231 mg, 50%). Starting materials: CCCCc1ccc(C#Cc2ccc(CNc3ccc4c(c3)C(=O)OC(C)(C)O4)cc2)cc1, Cl, O=C(Cl)c1ccc(-c2ccccc2)cc1. Yields the product CCCCc1ccc(C#Cc2ccc(CN(C(=O)c3ccc(-c4ccccc4)cc3)c3ccc4c(c3)C(=O)OC(C)(C)O4)cc2)cc1. RXN SMILES: [CH2:2]([CH2:3][CH2:4][CH3:5])[c:6]1[cH:7][cH:8][c:9]([C:12]#[C:13][c:14]2[cH:15][cH:16][c:17]([CH2:18][NH:19][c:20]3[cH:21][c:22]4[c:23]([cH:31][cH:32]3)[O:24][C:25]([CH3:29])([CH3:30])[O:26][C:27]4=[O:28])[cH:33][cH:34]2)[cH:10][cH:11]1.[ClH:1].[c:35]1(-[c:44]2[cH:45][cH:46][cH:47][cH:48][cH:49]2)[cH:36][cH:37][c:38]([C:41](=[O:42])[Cl:43])[cH:39][cH:40]1>>[CH2:2]([CH2:3][CH2:4][CH3:5])[c:6]1[cH:7][cH:8][c:9]([C:12]#[C:13][c:14]2[cH:15][cH:16][c:17]([CH2:18][N:19]([c:20]3[cH:21][c:22]4[c:23]([cH:31][cH:32]3)[O:24][C:25]([CH3:29])([CH3:30])[O:26][C:27]4=[O:28])[C:41]([c:38]3[cH:37][cH:36][c:35](-[c:44]4[cH:45][cH:46][cH:47][cH:48][cH:49]4)[cH:40][cH:39]3)=[O:42])[cH:33][cH:34]2)[cH:10][cH:11]1. The reactants are mixture, C(C)(=O)O (acetic acid), FC(C(=O)O)(F)F (trifluoroacetic acid), [BH4-].[Na+] (NaBH4), ClC1=CC=C(C=C1)N1CC2(C(C3=C(C(=C(C(=C13)C)C)OC)C)O)CCC2 (1′-(4-chlorophenyl)-6′-methoxy-5′,7′,8′-trimethyl-2′,4′-dihydro-1′H-spiro[cyclobutane-1,3′-quinolin]-4′-ol). The solvent is O (water), CCOC(=O)C.CCCCCC (EtOAc Hexane), C(C)OC(C)=O (ethylacetate), C1CCOC1 (THF). Conditions: time 20 minute. Product: ClC1=CC=C(C=C1)N1CC2(CC3=C(C(=C(C(=C13)C)C)OC)C)CCC2 (1′-(4-chlorophenyl)-6′-methoxy-5′,7′,8′-trimethyl-2′,4′-dihydro-1′H-spiro[cyclobutane-1,3′-quinoline]). The yield is 55.6%. Reaction SMILES: C(O)(=O)C.FC(F)(F)C(O)=O.[BH4-].[Na+].[Cl:14][C:15]1[CH:20]=[CH:19][C:18]([N:21]2[C:30]3[C:25](=[C:26]([CH3:35])[C:27]([O:33][CH3:34])=[C:28]([CH3:32])[C:29]=3[CH3:31])[CH:24](O)[C:23]3([CH2:39][CH2:38][CH2:37]3)[CH2:22]2)=[CH:17][CH:16]=1>C1COCC1.CCOC(C)=O.CCCCCC.O.C(OC(=O)C)C>[Cl:14][C:15]1[CH:20]=[CH:19][C:18]([N:21]2[C:30]3[C:25](=[C:26]([CH3:35])[C:27]([O:33][CH3:34])=[C:28]([CH3:32])[C:29]=3[CH3:31])[CH2:24][C:23]3([CH2:39][CH2:38][CH2:37]3)[CH2:22]2)=[CH:17][CH:16]=1 |f:2.3,6.7|. Procedure details: To a 2 mL mixture of acetic acid and trifluoroacetic acid (1:1, v/v) cooled in ice bath, was added NaBH4 (71 mg) in portions, followed with 1′-(4-chlorophenyl)-6′-methoxy-5′,7′,8′-trimethyl-2′,4′-dihydro-1′H-spiro[cyclobutane-1,3′-quinolin]-4′-ol (65 mg) in THF (0.5 mL). After 20 min, the mixture was taken up by ethylacetate and water. After separation of the two phases, the aqueous phase was extracted with more ethylacetate, and the combined organic phases were washed with brine, dried and evap... Starting materials: NC1=CC=C(C=C1)/C=C/C=1N=C(SC1)NC(C)=O (N-{4-[(E)-2-(4-aminophenyl)ethenyl]-1,3-thiazol-2-yl}acetamide), CSC=1SCCN1 (2-(methylsulfanyl)-4,5-dihydro-1,3-thiazole), acid. Run in COCCO (2-methoxyethanol). Reaction conditions: temperature 120 celsius, time 8 hour. The product is S1C(=NCC1)NC1=CC=C(C=C1)/C=C/C=1N=C(SC1)NC(C)=O (N-(4-{(E)-2-[4-(4,5-dihydro-1,3-thiazol-2-ylamino)phenyl]ethenyl}-1,3-thiazol-2-yl)acetamide). Yield: 56.5%. Reaction SMILES: [NH2:1][C:2]1[CH:7]=[CH:6][C:5](/[CH:8]=[CH:9]/[C:10]2[N:11]=[C:12]([NH:15][C:16](=[O:18])[CH3:17])[S:13][CH:14]=2)=[CH:4][CH:3]=1.CS[C:21]1[S:22][CH2:23][CH2:24][N:25]=1>COCCO>[S:22]1[CH2:23][CH2:24][N:25]=[C:21]1[NH:1][C:2]1[CH:7]=[CH:6][C:5](/[CH:8]=[CH:9]/[C:10]2[N:11]=[C:12]([NH:15][C:16](=[O:18])[CH3:17])[S:13][CH:14]=2)=[CH:4][CH:3]=1. Procedure details: A mixture of N-{4-[(E)-2-(4-aminophenyl)ethenyl]-1,3-thiazol-2-yl}acetamide (200 mg), 2-(methylsulfanyl)-4,5-dihydro-1,3-thiazole (103 mg), hydrochrolic acid (0.064 ml) and 2-methoxyethanol (2 ml) was stirred at 120° C. for 8 hours. The reaction mixture was concentrated in vacuo. The residue was purified by silica-gel flash column chromatography with hexane:ethyl acetate (3:1) as an eluent. The crystalline residue was collected and washed with ethyl acetate to give N-(4-{(E)-2-[4-(4,5-dihydro-1,...